The task is: describe an organic reaction: reactants, conditions, products, and yield. This data is from the Open Reaction Database (ORD), a public repository of structured organic reaction records. The reactants are C1(=CC=CC=C1)O (phenol), C=O (formaldehyde), C=O (paraformaldehyde), C=O (paraformaldehyde), [OH-].[Na+] (caustic soda). Reaction conditions: temperature 40 celsius, time 1 hour. The product is C(O)C(CCCC1=C(C=CC=C1)O)CO (dimethylol butyl phenol). As a reaction SMILES: [C:1]1([OH:7])[CH:6]=[CH:5][CH:4]=[CH:3][CH:2]=1.[CH2:8]=[O:9].[OH-:10].[Na+]>>[CH2:8]([CH:2]([CH2:3][OH:10])[CH2:1][CH2:6][CH2:5][C:2]1[CH:3]=[CH:4][CH:5]=[CH:6][C:1]=1[OH:7])[OH:9] |f:2.3|. Procedure details: The mixture is cooled to 40° C, 470 g of phenol is added thereto, together with 665 g of (90%) paraformaldehyde, following by stirring for 1 hour at 40° C. Then over a period of 1 hour 300 g of (33%) caustic soda solution are added and the temperature is held at 40° C until the free formaldehyde content is below 1.5%. This lasts a further 3 to 4 hours, calculated from the paraformaldehyde addition.